From a dataset of the Open Reaction Database (ORD), a public repository of structured organic reaction records. describe an organic reaction: reactants, conditions, products, and yield Reactants: C(C)(=O)OC(C)=O (acetic anhydride), C(CC)=O (propionaldehyde), C(C=O)(=O)OC (methyl glyoxylate), CO (methanol). Reagents/catalysts: N(C)CC(=O)O (sarcosine). Run at temperature 80 celsius, time 1 hour. Yields the product C(=O)\C(=C/C(=O)OC)\C (methyl 3 -formylcrotonate). Isolated yield 84.5%. As a reaction SMILES: [CH:1](=[O:4])[CH2:2][CH3:3].[C:5]([O:9][CH3:10])(=[O:8])[CH:6]=O.CO.C(OC(=O)C)(=O)C>N(CC(O)=O)C>[CH:1](/[C:2](/[CH3:3])=[CH:6]\[C:5]([O:9][CH3:10])=[O:8])=[O:4]. Reported procedure: 688 g (11.9 mol) of propionaldehyde were added within 45 min to a mixture of 968 g (11 mol) of methyl glyoxylate, 352 g (11 mol) of methanol and 9.6 g (0.11 mol) of sarcosine at 50° C. After the addition was complete, the mixture was stirred at 80° C. for 1 h and then 2805 g (27.5 mol) of acetic anhydride were added. Distillation was carried out under atmospheric pressure with a column until the top temperature was 105° C., to remove some of the methyl acetate/acetic acid, and then up to 125° C.... The reactants are FC=1C(=NC(NC1)=O)N (5-fluorocytosine), COC=1C=C(C(=O)Cl)C=C(C1OC)OC (3,4,5-trimethoxybenzoyl chloride), O (water). Run in N1=CC=CC=C1 (pyridine). Conditions: temperature 100 celsius, time 5 hour. The product is FC=1C(=NC(NC1)=O)NC(C1=CC(=C(C(=C1)OC)OC)OC)=O (5-fluro-N4 -(3,4,5-trimethoxybenzoyl)cytosine). The yield is 90.4%. Reaction SMILES: [F:1][C:2]1[C:3]([NH2:9])=[N:4][C:5](=[O:8])[NH:6][CH:7]=1.[CH3:10][O:11][C:12]1[CH:13]=[C:14]([CH:18]=[C:19]([O:23][CH3:24])[C:20]=1[O:21][CH3:22])[C:15](Cl)=[O:16].O>N1C=CC=CC=1>[F:1][C:2]1[C:3]([NH:9][C:15](=[O:16])[C:14]2[CH:13]=[C:12]([O:11][CH3:10])[C:20]([O:21][CH3:22])=[C:19]([O:23][CH3:24])[CH:18]=2)=[N:4][C:5](=[O:8])[NH:6][CH:7]=1. Procedure details: 12.9 g of 5-fluorocytosine was suspended in 78 ml of pyridine, followed by addition of 23.1 g of 3,4,5-trimethoxybenzoyl chloride and stirring at 100° C. for 5 hours. The reaction mixture was cooled down to room temperature and then poured into 310 ml of water at room temperature over a period of 20 minutes. The precipitated crystals were collected by filtration to obtain 29.2 g (90.4%) of 5-fluro-N4 -(3,4,5-trimethoxybenzoyl)cytosine. Reactants: C(CC)OC1=CC=C(C=C1)C1=CC=CN2C1=NS(CC2)(=O)=O (9-(4-propoxyphenyl)-3,4-dihydropyrido[2,1-c][1,2,4]thiadiazine 2,2-dioxide). The reagents and catalysts are [Pt](=O)=O (platinum(IV) oxide). Run in CO (MeOH). Conditions: time 20 hour. Yields the product C(CC)OC1=CC=C(C=C1)C1CCCN2C1=NS(CC2)(=O)=O (9-(4-propoxyphenyl)-3,4,6,7,8,9-hexahydropyrido[2,1-c][1,2,4]thiadiazine 2,2-dioxide). Isolated yield 37.5%. RXN SMILES: [CH2:1]([O:4][C:5]1[CH:10]=[CH:9][C:8]([C:11]2[C:16]3=[N:17][S:18](=[O:22])(=[O:21])[CH2:19][CH2:20][N:15]3[CH:14]=[CH:13][CH:12]=2)=[CH:7][CH:6]=1)[CH2:2][CH3:3]>CO.[Pt](=O)=O>[CH2:1]([O:4][C:5]1[CH:10]=[CH:9][C:8]([CH:11]2[C:16]3=[N:17][S:18](=[O:21])(=[O:22])[CH2:19][CH2:20][N:15]3[CH2:14][CH2:13][CH2:12]2)=[CH:7][CH:6]=1)[CH2:2][CH3:3]. Procedure: A mixture of 9-(4-propoxyphenyl)-3,4-dihydropyrido[2,1-c][1,2,4]thiadiazine 2,2-dioxide (300 mg) and platinum(IV) oxide (32.1 mg) in MeOH (10 mL) was stirred at room temperature under H2 for 20 hr. The reaction mixture was filtered by Celite and the filtrate was concentrated in vacuo. The residue was recrystallized from EtOAc-MeOH to give the title compound (114 mg) as a white solid. Reported procedure: 3-Bromoquinoline (64.00 g, 308 mmol), N,N′-dimethylethylenediamine (13.5 ml, 127 mmol), cuprous iodide (12.00 g, 63.0 mmol) and sodium iodide (112 g, 747 mmol) in dioxane (300 ml) was placed into a preheated oil bath at 100° C. After stirring for 18 h, the heterogeneous mixture was diluted water and extracted with methylene chloride. The combined organic extracts were dried over magnesium sulfate, filtered, and concentrated under reduced pressure. The residue was flash chromatographed with methy... Reaction conditions: time 18 hour. Product: IC=1C=NC2=CC=CC=C2C1 (3-iodoquinoline). As a reaction SMILES: Br[C:2]1[CH:3]=[N:4][C:5]2[C:10]([CH:11]=1)=[CH:9][CH:8]=[CH:7][CH:6]=2.CNCCNC.[I-:18].[Na+].O>O1CCOCC1>[I:18][C:2]1[CH:3]=[N:4][C:5]2[C:10]([CH:11]=1)=[CH:9][CH:8]=[CH:7][CH:6]=2 |f:2.3|. The yield is 87.2%. Run in O1CCOCC1 (dioxane). Starting materials: BrC=1C=NC2=CC=CC=C2C1 (3-Bromoquinoline), CNCCNC (N,N′-dimethylethylenediamine), cuprous iodide, [I-].[Na+] (sodium iodide), O (water). Starting materials: CC1=C(O)C=CC(=C1C)O (2,3-dimethylhydroquinone), ClC=1C=CC(=C(C1)N(C(OC(C)(C)C)=O)C)[N+](=O)[O-] (t-butyl N-(5-chloro-2-nitrophenyl)-N-methylcarbamate), [H-].[Na+] (sodium hydride). The solvent is N-N-dimethylformamide. The product is OC1=C(C(=C(OC=2C=CC(=C(C2)N(C(OC(C)(C)C)=O)C)[N+](=O)[O-])C=C1)C)C (t-Butyl N-[5-(4-hydroxy-2,3-dimethylphenoxy)-2-nitrophenyl]-N-methylcarbamate). Yield: 49.5%. Reaction SMILES: [CH3:1][C:2]1[C:8]([CH3:9])=[C:7]([OH:10])[CH:6]=[CH:5][C:3]=1[OH:4].Cl[C:12]1[CH:13]=[CH:14][C:15]([N+:27]([O-:29])=[O:28])=[C:16]([N:18]([CH3:26])[C:19](=[O:25])[O:20][C:21]([CH3:24])([CH3:23])[CH3:22])[CH:17]=1.[H-].[Na+]>>[OH:4][C:3]1[CH:5]=[CH:6][C:7]([O:10][C:12]2[CH:13]=[CH:14][C:15]([N+:27]([O-:29])=[O:28])=[C:16]([N:18]([CH3:26])[C:19](=[O:25])[O:20][C:21]([CH3:22])([CH3:23])[CH3:24])[CH:17]=2)=[C:8]([CH3:9])[C:2]=1[CH3:1] |f:2.3|. Procedure: In a similar manner to that described in Reference Example 6, a reaction was carried out using 2,3-dimethylhydroquinone (1.38 g), t-butyl N-(5-chloro-2-nitrophenyl)-N-methylcarbamate (2.87 g), sodium hydride (55 wt. %, 0.87 g) and anhydrous N-N-dimethylformamide (20 ml) and the reaction mixture was purified to give the title compound (1.92 g). Starting materials: C([O-])([O-])=O.[Na+].[Na+] (sodium carbonate), step-ii, CC1(OB(OC1(C)C)C=1C=CC(=NC1)N1CCN(CC1)C(=O)OC(C)(C)C)C (tert-butyl 4-(5-(4,4,5,5-tetramethyl-1,3,2-dioxaborolan-2-yl)pyridin-2-yl)piperazine-1-carboxylate), BrC=1C=C2C(=NC1)N(C=C2C=2C=NN(C2)CC2=CC(=CC=C2)F)S(=O)(=O)C2=CC=C(C)C=C2 (5-bromo-3-(1-(3-fluorobenzyl)-1H-pyrazol-4-yl)-1-tosyl-1H-pyrrolo[2,3-b]pyridine), CC1(OB(OC1(C)C)C=1C=CC(=NC1)N1CCN(CC1)C(=O)OC(C)(C)C)C (tert-butyl 4-(5-(4,4,5,5-tetramethyl-1,3,2-dioxaborolan-2-yl)pyridin-2-yl)piperazine-1-carboxylate). Reagents/catalysts: Cl[Pd]([P](C1=CC=CC=C1)(C2=CC=CC=C2)C3=CC=CC=C3)([P](C4=CC=CC=C4)(C5=CC=CC=C5)C6=CC=CC=C6)Cl (Pd(PPh3)2Cl2). Run in COCCOC.O (DME water). Yields the product FC=1C=C(CN2N=CC(=C2)C2=CN(C3=NC=C(C=C32)C=3C=CC(=NC3)N3CCN(CC3)C(=O)OC(C)(C)C)S(=O)(=O)C3=CC=C(C)C=C3)C=CC1 (tert-butyl 4-(5-(3-(1-(3-fluorobenzyl)-1H-pyrazol-4-yl)-1-tosyl-1H-pyrrolo[2,3-b]pyridin-5-yl)pyridin-2-yl)piperazine-1-carboxylate). Yield: 69.0%. As a reaction SMILES: Br[C:2]1[CH:3]=[C:4]2[C:10]([C:11]3[CH:12]=[N:13][N:14]([CH2:16][C:17]4[CH:22]=[CH:21][CH:20]=[C:19]([F:23])[CH:18]=4)[CH:15]=3)=[CH:9][N:8]([S:24]([C:27]3[CH:33]=[CH:32][C:30]([CH3:31])=[CH:29][CH:28]=3)(=[O:26])=[O:25])[C:5]2=[N:6][CH:7]=1.CC1(C)C(C)(C)OB([C:42]2[CH:43]=[CH:44][C:45]([N:48]3[CH2:53][CH2:52][N:51]([C:54]([O:56][C:57]([CH3:60])([CH3:59])[CH3:58])=[O:55])[CH2:50][CH2:49]3)=[N:46][CH:47]=2)O1.C(=O)([O-])[O-].[Na+].[Na+]>Cl[Pd](Cl)([P](C1C=CC=CC=1)(C1C=CC=CC=1)C1C=CC=CC=1)[P](C1C=CC=CC=1)(C1C=CC=CC=1)C1C=CC=CC=1.COCCOC.O>[F:23][C:19]1[CH:18]=[C:17]([CH:22]=[CH:21][CH:20]=1)[CH2:16][N:14]1[CH:15]=[C:11]([C:10]2[C:4]3[C:5](=[N:6][CH:7]=[C:2]([C:42]4[CH:43]=[CH:44][C:45]([N:48]5[CH2:53][CH2:52][N:51]([C:54]([O:56][C:57]([CH3:60])([CH3:59])[CH3:58])=[O:55])[CH2:50][CH2:49]5)=[N:46][CH:47]=4)[CH:3]=3)[N:8]([S:24]([C:27]3[CH:28]=[CH:29][C:30]([CH3:31])=[CH:32][CH:33]=3)(=[O:25])=[O:26])[CH:9]=2)[CH:12]=[N:13]1 |f:2.3.4,6.7,^1:70,89|. Reported procedure: Using similar reaction conditions as described in step-ii of example-1, 5-bromo-3-(1-(3-fluorobenzyl)-1H-pyrazol-4-yl)-1-tosyl-1H-pyrrolo[2,3-b]pyridine (compound of Step-i of example 9) (150 mg, 0.286 mmol) was coupled with tert-butyl 4-(5-(4,4,5,5-tetramethyl-1,3,2-dioxaborolan-2-yl)pyridin-2-yl)piperazine-1-carboxylate (intermediate 69C) (167 mg, 0.429 mmol) in sodium carbonate (76 mg, 0.715 mmol), Pd(PPh3)2Cl2 (10 mg, 0.014 mmol), DME/water (5/1 mL). This afforded 140 mg (69.0% yield) after ...